From a dataset of the Open Reaction Database (ORD), a public repository of structured organic reaction records. describe an organic reaction: reactants, conditions, products, and yield Reactants: CC1=CC=C(C=C1)SCCCCOC=1C=CC2=C(C(OC(N2)=O)(C2CCCCC2)C2CCCCC2)C1 (6-[4-(4-methylphenylmercapto)-butoxy]-4,4-dicyclohexyl-4H-3,1-benzoxazin-2-one), OO (hydrogen peroxide). The product is CC1=CC=C(C=C1)S(=O)CCCCOC=1C=CC2=C(C(OC(N2)=O)(C2CCCCC2)C2CCCCC2)C1 (6-[4-(4-Methyl-phenylsulfinyl)-butoxy]-4,4-dicyclohexyl-4H-3,1-benzoxazin-2-one). RXN SMILES: [CH3:1][C:2]1[CH:7]=[CH:6][C:5]([S:8][CH2:9][CH2:10][CH2:11][CH2:12][O:13][C:14]2[CH:15]=[CH:16][C:17]3[NH:22][C:21](=[O:23])[O:20][C:19]([CH:30]4[CH2:35][CH2:34][CH2:33][CH2:32][CH2:31]4)([CH:24]4[CH2:29][CH2:28][CH2:27][CH2:26][CH2:25]4)[C:18]=3[CH:36]=2)=[CH:4][CH:3]=1.[OH:37]O>>[CH3:1][C:2]1[CH:7]=[CH:6][C:5]([S:8]([CH2:9][CH2:10][CH2:11][CH2:12][O:13][C:14]2[CH:15]=[CH:16][C:17]3[NH:22][C:21](=[O:23])[O:20][C:19]([CH:24]4[CH2:25][CH2:26][CH2:27][CH2:28][CH2:29]4)([CH:30]4[CH2:31][CH2:32][CH2:33][CH2:34][CH2:35]4)[C:18]=3[CH:36]=2)=[O:37])=[CH:4][CH:3]=1. Procedure details: Prepared analogously to Example 2 from 6-[4-(4-methylphenylmercapto)-butoxy]-4,4-dicyclohexyl-4H-3,1-benzoxazin-2-one and hydrogen peroxide. Starting materials: CO, [H][H], O=[N+]([O-])c1ccc2c(c1)N1CCCN=C1S2, N. Yields the product Nc1ccc2c(c1)N1CCCN=C1S2. As a reaction SMILES: [CH3:20][OH:21].[H:18][H:19].[N+:1]([O-:2])(=[O:3])[c:4]1[cH:5][cH:6][c:7]2[c:8]([cH:16]1)[N:9]1[C:10](=[N:12][CH2:13][CH2:14][CH2:15]1)[S:11]2.[NH3:17]>>[NH2:1][c:4]1[cH:5][cH:6][c:7]2[c:8]([cH:16]1)[N:9]1[C:10](=[N:12][CH2:13][CH2:14][CH2:15]1)[S:11]2. Reactants: CC(=O)OC(C)C, O=C(Nc1ccccc1-c1ccccc1)OC1CCN(CCNCCc2ccccc2)CC1, CCO, ClCCl. The product is CNCCN1CCC(OC(=O)Nc2ccccc2-c2ccccc2)CC1. RXN SMILES: [C:37]([O:38][CH:39]([CH3:40])[CH3:41])(=[O:42])[CH3:43].[CH2:1]([c:2]1[cH:3][cH:4][cH:5][cH:6][cH:7]1)[CH2:8][NH:9][CH2:10][CH2:11][N:12]1[CH2:13][CH2:14][CH:15]([O:18][C:19]([NH:20][c:21]2[c:22](-[c:27]3[cH:28][cH:29][cH:30][cH:31][cH:32]3)[cH:23][cH:24][cH:25][cH:26]2)=[O:33])[CH2:16][CH2:17]1.[CH3:34][CH2:35][OH:36].[Cl:44][CH2:45][Cl:46]>>[CH3:8][NH:9][CH2:10][CH2:11][N:12]1[CH2:13][CH2:14][CH:15]([O:18][C:19]([NH:20][c:21]2[c:22](-[c:27]3[cH:28][cH:29][cH:30][cH:31][cH:32]3)[cH:23][cH:24][cH:25][cH:26]2)=[O:33])[CH2:16][CH2:17]1. Reactants: N[C@H](C)C=1C=C(C=CC1)N1CCN(CC1)C(=O)OCC1=CC=CC=C1 ((R)-benzyl 4-(3-(1-aminoethyl)phenyl)piperazine-1-carboxylate), BrC=1C=C(C=CC1)[C@H](C)N ((S)-1-(3-bromophenyl)ethanamine). Product: N[C@@H](C)C=1C=C(C=CC1)N1CCN(CC1)C(=O)OCC1=CC=CC=C1 ((S)-benzyl 4-(3-(1-aminoethyl)phenyl)piperazine-1-carboxylate). RXN SMILES: [NH2:1][C@@H:2]([C:4]1[CH:5]=[C:6]([N:10]2[CH2:15][CH2:14][N:13]([C:16]([O:18][CH2:19][C:20]3[CH:25]=[CH:24][CH:23]=[CH:22][CH:21]=3)=[O:17])[CH2:12][CH2:11]2)[CH:7]=[CH:8][CH:9]=1)[CH3:3].BrC1C=C([C@@H](N)C)C=CC=1>>[NH2:1][C@H:2]([C:4]1[CH:5]=[C:6]([N:10]2[CH2:11][CH2:12][N:13]([C:16]([O:18][CH2:19][C:20]3[CH:25]=[CH:24][CH:23]=[CH:22][CH:21]=3)=[O:17])[CH2:14][CH2:15]2)[CH:7]=[CH:8][CH:9]=1)[CH3:3]. Procedure: Intermediate 34 was prepared according to the procedures described in Intermediate 33 using (S)-1-(3-bromophenyl)ethanamine as the starting material. LC-MS (ESI) m/z 340.0 (M+H), RT=1.64 min (Method B).